Dataset: the Open Reaction Database (ORD), a public repository of structured organic reaction records. Task: describe an organic reaction: reactants, conditions, products, and yield Starting materials: O=[O+][O-] (Ozone), C1(=CC=CC=C1)C=C[C@@H]1[C@@H](C(N1[Si](C)(C)C(C)(C)C)=O)CCCNC(=NC(=O)OCC1=CC=CC=C1)NC(=O)OCC1=CC=CC=C1 (cis-4-(2-Phenylethenyl)-3-[3-[N',N"-di(Cbz)guanidino]-propyl]-1-t-butyldimethylsilyl-2-azetidinone). Run in C(Cl)Cl (methylene chloride). Conditions: time 16 hour. The product is C(=O)[C@@H]1[C@@H](C(N1[Si](C)(C)C(C)(C)C)=O)CCCNC(=NC(=O)OCC1=CC=CC=C1)NC(=O)OCC1=CC=CC=C1 (cis-4-Formyl-3-[3-[N',N"-di(Cbz)guanidino]propyl]-1-t-butyldimethysilyl-2-azetidinone). RXN SMILES: [O:1]=[O+][O-].C1(C=[CH:11][C@H:12]2[N:15]([Si:16]([C:19]([CH3:22])([CH3:21])[CH3:20])([CH3:18])[CH3:17])[C:14](=[O:23])[C@H:13]2[CH2:24][CH2:25][CH2:26][NH:27][C:28]([NH:40][C:41]([O:43][CH2:44][C:45]2[CH:50]=[CH:49][CH:48]=[CH:47][CH:46]=2)=[O:42])=[N:29][C:30]([O:32][CH2:33][C:34]2[CH:39]=[CH:38][CH:37]=[CH:36][CH:35]=2)=[O:31])C=CC=CC=1>C(Cl)Cl>[CH:11]([C@H:12]1[N:15]([Si:16]([C:19]([CH3:20])([CH3:22])[CH3:21])([CH3:17])[CH3:18])[C:14](=[O:23])[C@H:13]1[CH2:24][CH2:25][CH2:26][NH:27][C:28]([NH:40][C:41]([O:43][CH2:44][C:45]1[CH:50]=[CH:49][CH:48]=[CH:47][CH:46]=1)=[O:42])=[N:29][C:30]([O:32][CH2:33][C:34]1[CH:35]=[CH:36][CH:37]=[CH:38][CH:39]=1)=[O:31])=[O:1]. Procedure: Ozone was passed through a -78° C. methylene chloride (100 mL) solution of compound 4b (4.73 g, 7.22 mmol) until a blue color was maintained. Excess ozone was purged with nitrogen. Dimethyl sulfide (10 mL) was added. The solution was allowed to stand for 16 h and concentrated to afford the title product which was not further purified but used directly in Step B. Starting materials: C1(=CC=CC=C1)C(=CCO)C1=NC=CC=C1 (3-phenyl-3-(pyridin-2-yl)-prop-2-en-1-ol), C(CCC)P(CCCC)CCCC (tributylphosphine), C(C)OC(C(CC1=CC=C(C=C1)O)OCC)=O (2-ethoxy-3-(4-hydroxy-phenyl)-propionic acid ethyl ester), azodicarboxylic dipiperidide. The product is C(C)OC(C(CC1=CC=C(C=C1)OCC=C(C1=NC=CC=C1)C1=CC=CC=C1)OCC)=O (2-Ethoxy-3-{4-[3-phenyl-3-(Pyridin-2-yl)-allyloxy]-phenyl}-propionic acid ethyl ester). The yield is 100.4%. RXN SMILES: [C:1]1([C:7]([C:11]2[CH:16]=[CH:15][CH:14]=[CH:13][N:12]=2)=[CH:8][CH2:9][OH:10])[CH:6]=[CH:5][CH:4]=[CH:3][CH:2]=1.C(P(CCCC)CCCC)CCC.[CH2:30]([O:32][C:33](=[O:46])[CH:34]([O:43][CH2:44][CH3:45])[CH2:35][C:36]1[CH:41]=[CH:40][C:39](O)=[CH:38][CH:37]=1)[CH3:31]>>[CH2:30]([O:32][C:33](=[O:46])[CH:34]([O:43][CH2:44][CH3:45])[CH2:35][C:36]1[CH:41]=[CH:40][C:39]([O:10][CH2:9][CH:8]=[C:7]([C:1]2[CH:2]=[CH:3][CH:4]=[CH:5][CH:6]=2)[C:11]2[CH:16]=[CH:15][CH:14]=[CH:13][N:12]=2)=[CH:38][CH:37]=1)[CH3:31]. Procedure: Reaction of 3-phenyl-3-(pyridin-2-yl)-prop-2-en-1-ol (320 mg, 1.5 mmol), tributylphosphine (0.42 mL, 1.6 mmol), 2-ethoxy-3-(4-hydroxy-phenyl)-propionic acid ethyl ester (380 mg, 1.6 mmol) and azodicarboxylic dipiperidide (403 mg, 1.6 mmol) in an identical manner to Example 3 gave the title compound (650 mg). The product is CC(C)(C)OC(=O)NCCNC(=O)CCCCCNC(=O)CCNC(=O)OCc1ccccc1. RXN SMILES: [C:25]([CH3:26])([CH3:27])([CH3:28])[O:29][C:30](=[O:31])[NH:32][CH2:33][CH2:34][NH2:35].[CH2:1]([c:2]1[cH:3][cH:4][cH:5][cH:6][cH:7]1)[O:8][C:9](=[O:10])[NH:11][CH2:12][CH2:13][C:14](=[O:15])[NH:16][CH2:17][CH2:18][CH2:19][CH2:20][CH2:21][C:22](=[O:23])[OH:24].[CH2:46]([N:47]=[C:48]=[N:49][CH2:50][CH2:51][CH2:52][N:53]([CH3:54])[CH3:55])[CH3:56].[O:57]=[CH:58][N:59]([CH3:60])[CH3:61].[OH:36][n:37]1[c:38]2[c:39]([cH:40][cH:41][cH:42][cH:43]2)[n:44][n:45]1>>[CH2:1]([c:2]1[cH:3][cH:4][cH:5][cH:6][cH:7]1)[O:8][C:9](=[O:10])[NH:11][CH2:12][CH2:13][C:14](=[O:15])[NH:16][CH2:17][CH2:18][CH2:19][CH2:20][CH2:21][C:22](=[O:24])[NH:35][CH2:34][CH2:33][NH:32][C:30]([O:29][C:25]([CH3:26])([CH3:27])[CH3:28])=[O:31]. The reactants are CC(C)(C)OC(=O)NCCN, O=C(O)CCCCCNC(=O)CCNC(=O)OCc1ccccc1, CCN=C=NCCCN(C)C, CN(C)C=O, On1nnc2ccccc21. Starting materials: COc1ccc2c(c1)SCc1c-2[nH]c2ccc(OC)cc12, [H-], [Na+], CN(C)C=O. Product: COc1ccc2c(c1)SCc1c-2n(C)c2ccc(OC)cc12. Reaction SMILES: [CH3:1][O:2][c:3]1[cH:4][c:5]2[c:6]([cH:20][cH:21]1)-[c:7]1[nH:8][c:9]3[cH:10][cH:11][c:12]([O:18][CH3:19])[cH:13][c:14]3[c:15]1[CH2:16][S:17]2.[H-:23].[Na+:22].[O:24]=[CH:25][N:26]([CH3:27])[CH3:28]>>[CH3:1][O:2][c:3]1[cH:4][c:5]2[c:6]([cH:20][cH:21]1)-[c:7]1[n:8]([CH3:25])[c:9]3[cH:10][cH:11][c:12]([O:18][CH3:19])[cH:13][c:14]3[c:15]1[CH2:16][S:17]2. Reactants: O=C([O-])[O-], CCCc1c(OCCCC(=O)OCC)ccc(C(C)=O)c1OCCCCOCCCCI, CC(C)=O, [K+], [K+], CCCc1c(O)ccc(C(C)=O)c1O. Product: CCCc1c(OCCCCOCCCCOc2c(C(C)=O)ccc(OCCCC(=O)OCC)c2CCC)ccc(C(C)=O)c1O. Reaction SMILES: [C:47](=[O:48])([O-:49])[O-:50].[CH2:15]([CH3:16])[O:17][C:18]([CH2:19][CH2:20][CH2:21][O:22][c:23]1[c:24]([CH2:43][CH2:44][CH3:45])[c:25]([O:32][CH2:33][CH2:34][CH2:35][CH2:36][O:37][CH2:38][CH2:39][CH2:40][CH2:41][I:42])[c:26]([C:29]([CH3:30])=[O:31])[cH:27][cH:28]1)=[O:46].[CH3:53][C:54](=[O:55])[CH3:56].[K+:51].[K+:52].[OH:1][c:2]1[c:3]([C:12]([CH3:13])=[O:14])[cH:4][cH:5][c:6]([OH:11])[c:7]1[CH2:8][CH2:9][CH3:10]>>[OH:1][c:2]1[c:3]([C:12]([CH3:13])=[O:14])[cH:4][cH:5][c:6]([O:11][CH2:41][CH2:40][CH2:39][CH2:38][O:37][CH2:36][CH2:35][CH2:34][CH2:33][O:32][c:25]2[c:24]([CH2:43][CH2:44][CH3:45])[c:23]([O:22][CH2:21][CH2:20][CH2:19][C:18]([O:17][CH2:15][CH3:16])=[O:46])[cH:28][cH:27][c:26]2[C:29]([CH3:30])=[O:31])[c:7]1[CH2:8][CH2:9][CH3:10]. Starting materials: ClCCCBr, O=C([O-])[O-], CC(C)=O, [K+], [K+], Oc1ccc(I)cc1. Product: ClCCCOc1ccc(I)cc1. Reaction SMILES: [Br:9][CH2:10][CH2:11][CH2:12][Cl:13].[C:14](=[O:15])([O-:16])[O-:17].[CH3:20][C:21](=[O:22])[CH3:23].[K+:18].[K+:19].[OH:1][c:2]1[cH:3][cH:4][c:5]([I:6])[cH:7][cH:8]1>>[O:1]([c:2]1[cH:3][cH:4][c:5]([I:6])[cH:7][cH:8]1)[CH2:10][CH2:11][CH2:12][Cl:13].